Dataset: the Open Reaction Database (ORD), a public repository of structured organic reaction records. Task: describe an organic reaction: reactants, conditions, products, and yield Starting materials: CC(C)c1ccc2c(Nc3cc(C(=O)Nc4ccc(Br)cc4)ccc3Sc3ccc(NC(=O)OC(C)(C)C)cc3)ncnc2n1, ClCCl, O=C(O)C(F)(F)F. Product: CC(C)c1ccc2c(Nc3cc(C(=O)Nc4ccc(Br)cc4)ccc3Sc3ccc(N)cc3)ncnc2n1. RXN SMILES: [C:1]([O:2][C:3](=[O:4])[NH:7][c:8]1[cH:9][cH:10][c:11]([S:14][c:15]2[c:16]([NH:31][c:32]3[c:33]4[c:34]([n:35][cH:36][n:37]3)[n:38][c:39]([CH:42]([CH3:43])[CH3:44])[cH:40][cH:41]4)[cH:17][c:18]([C:21]([NH:22][c:23]3[cH:24][cH:25][c:26]([Br:29])[cH:27][cH:28]3)=[O:30])[cH:19][cH:20]2)[cH:12][cH:13]1)([CH3:5])([CH3:6])[CH3:45].[CH2:53]([Cl:54])[Cl:55].[OH:46][C:47]([C:48]([F:49])([F:50])[F:51])=[O:52]>>[NH2:7][c:8]1[cH:9][cH:10][c:11]([S:14][c:15]2[c:16]([NH:31][c:32]3[c:33]4[c:34]([n:35][cH:36][n:37]3)[n:38][c:39]([CH:42]([CH3:43])[CH3:44])[cH:40][cH:41]4)[cH:17][c:18]([C:21]([NH:22][c:23]3[cH:24][cH:25][c:26]([Br:29])[cH:27][cH:28]3)=[O:30])[cH:19][cH:20]2)[cH:12][cH:13]1. Starting materials: CC(C)C(N)C(=O)O, COc1ccc(COC(=O)N=[N+]=[N-])cc1, [Na+], [OH-]. Yields the product COc1ccc(COC(=O)NC(C(=O)O)C(C)C)cc1. Reaction SMILES: [CH3:1][CH:2]([CH3:3])[CH:4]([NH2:5])[C:6]([OH:7])=[O:8].[CH3:9][O:10][c:11]1[cH:12][cH:13][c:14]([CH2:17][O:18][C:19](=[O:20])[N:21]=[N+:22]=[N-:23])[cH:15][cH:16]1.[Na+:25].[OH-:24]>>[CH3:1][CH:2]([CH3:3])[CH:4]([NH:5][C:19]([O:18][CH2:17][c:14]1[cH:13][cH:12][c:11]([O:10][CH3:9])[cH:16][cH:15]1)=[O:20])[C:6]([OH:7])=[O:8]. The reactants are BrCCCBr, [H-], [Na+], CN(C)C=O, c1ccc2[nH]cnc2c1. Product: BrCCCn1cnc2ccccc21. As a reaction SMILES: [Br:12][CH2:13][CH2:14][CH2:15][Br:16].[H-:11].[Na+:10].[O:17]=[CH:18][N:19]([CH3:20])[CH3:21].[n:1]1[cH:2][nH:3][c:4]2[c:5]1[cH:6][cH:7][cH:8][cH:9]2>>[n:1]1([CH2:15][CH2:14][CH2:13][Br:12])[cH:2][n:3][c:4]2[c:5]1[cH:6][cH:7][cH:8][cH:9]2.